Dataset: the Open Reaction Database (ORD), a public repository of structured organic reaction records. Task: describe an organic reaction: reactants, conditions, products, and yield The yield is 23.0%. Procedure: In substantially the same manner as in Working Example 37, 1-[3-(4-hydroxyphenyl)propyl]imidazole was allowed to react with 2-benzyl-4-chloromethyloxazole to give 2-benzyl-4-[4-[3-(1-imidazolyl)propyl]phenoxymethyl]oxazole. The yield was 23%. Recrystallization from ethyl acetate-isopropyl ether gave colorless prisms, mp 61-62° C. As a reaction SMILES: [OH:1][C:2]1[CH:7]=[CH:6][C:5]([CH2:8][CH2:9][CH2:10][N:11]2[CH:15]=[CH:14][N:13]=[CH:12]2)=[CH:4][CH:3]=1.[CH2:16]([C:23]1[O:24][CH:25]=[C:26]([CH2:28]Cl)[N:27]=1)[C:17]1[CH:22]=[CH:21][CH:20]=[CH:19][CH:18]=1>>[CH2:16]([C:23]1[O:24][CH:25]=[C:26]([CH2:28][O:1][C:2]2[CH:7]=[CH:6][C:5]([CH2:8][CH2:9][CH2:10][N:11]3[CH:15]=[CH:14][N:13]=[CH:12]3)=[CH:4][CH:3]=2)[N:27]=1)[C:17]1[CH:18]=[CH:19][CH:20]=[CH:21][CH:22]=1. Product: C(C1=CC=CC=C1)C=1OC=C(N1)COC1=CC=C(C=C1)CCCN1C=NC=C1 (2-benzyl-4-[4-[3-(1-imidazolyl)propyl]phenoxymethyl]oxazole). Starting materials: OC1=CC=C(C=C1)CCCN1C=NC=C1 (1-[3-(4-hydroxyphenyl)propyl]imidazole), C(C1=CC=CC=C1)C=1OC=C(N1)CCl (2-benzyl-4-chloromethyloxazole). Yields the product BrC1=C(C=C(C=C1)Br)I (1,4-Dibromo-2-iodo-benzene). Starting materials: N(=O)[O-].[Na+] (sodium nitrite), [I-].[K+] (potassium iodide), BrC1=C(N)C=C(C=C1)Br (2,5-dibromoaniline). Run in O (water), O (water), S(O)(O)(=O)=O (sulfuric acid), O (water). Procedure details: To a stirred mixture of 2.50 g (9.96 mmol) 2,5-dibromoaniline in 7 mL conc. sulfuric acid and 20 mL water, was added a solution of 1.00 g (14.5 mmol) sodium nitrite in 10 mL water dropwise at 0° C. and the mixture was stirred at this temperature for 1.25 h. A solution of 2.15 g (13.0 mmol) potassium iodide in 20 mL water was added dropwise under ice cooling. The ice bath was removed and the reaction mixture was heated to 65° C. for 30 min. After cooling to RT, the mixture was worked up by adding... Run at temperature 65 celsius, time 1.25 hour. RXN SMILES: [Br:1][C:2]1[CH:8]=[CH:7][C:6]([Br:9])=[CH:5][C:3]=1N.N([O-])=O.[Na+].[I-:14].[K+]>S(=O)(=O)(O)O.O>[Br:1][C:2]1[CH:8]=[CH:7][C:6]([Br:9])=[CH:5][C:3]=1[I:14] |f:1.2,3.4|.